From a dataset of the Open Reaction Database (ORD), a public repository of structured organic reaction records. describe an organic reaction: reactants, conditions, products, and yield Starting materials: 110, C1(CCCCC1)O (cyclohexanol), C(=C)N=C=O (vinyl isocyanate). Run in C(C)(=O)OCC (ethyl acetate), C(C)(=O)OCC (ethyl acetate). Run at temperature 40 celsius. Yields the product C(=C)NC(OC1CCCCC1)=O (Cyclohexyl N-vinylcarbamate). Reaction SMILES: [CH:1]([N:3]=[C:4]=[O:5])=[CH2:2].[CH:6]1([OH:12])[CH2:11][CH2:10][CH2:9][CH2:8][CH2:7]1>C(OCC)(=O)C>[CH:1]([NH:3][C:4](=[O:5])[O:12][CH:6]1[CH2:11][CH2:10][CH2:9][CH2:8][CH2:7]1)=[CH2:2]. Procedure details: 69 parts of vinyl isocyanate and 89.5 parts of ethyl acetate are introduced into a reaction vessel and heated to 40° C. A mixture of 110 parts of cyclohexanol and 89.5 parts of ethyl acetate (containing 0.02% of dibutyl-tin dilaurate as catalyst) is added in the course of 1 hour. The mixture is then allowed to react for 2 hours at 40° C. A pale yellow solution is obtained, from which the reaction product crystallizes out on cooling. Blocked isocyanate content: 11.7%. The reactants are NC=1C=C(C=CC1)C=1C=NC=CC1 (3-(3-Aminophenyl)pyridine), Cl (hydrogen chloride), Cl (hydrogen chloride), N1=CC(=CC=C1)C1=CC(CCC1)=NO (3-(3-pyridinyl)-2-cyclohexen-1-one oxime), C(C)(=O)OC(C)=O (acetic anhydride). Run in C(C)(=O)O (acetic acid). Reaction conditions: time 3 hour. The product is C(C)(=O)NC=1C=C(C=CC1)C=1C=NC=CC1 (3-(3-acetamidophenyl)pyridine). RXN SMILES: [NH2:1][C:2]1[CH:3]=[C:4]([C:8]2[CH:9]=[N:10][CH:11]=[CH:12][CH:13]=2)[CH:5]=[CH:6][CH:7]=1.N1C=CC=C(C2CCCC(=NO)C=2)C=1.[C:28](OC(=O)C)(=[O:30])[CH3:29].Cl>C(O)(=O)C>[C:28]([NH:1][C:2]1[CH:3]=[C:4]([C:8]2[CH:9]=[N:10][CH:11]=[CH:12][CH:13]=2)[CH:5]=[CH:6][CH:7]=1)(=[O:30])[CH3:29]. Procedure details: D-2. 3-(3-Aminophenyl)pyridine--To a mixture containing 28.9 g. of 3-(3-pyridinyl)-2-cyclohexen-1-one oxime, 42 ml. of acetic acid and 42 ml. of acetic anhydride was passed gaseous hydrogen chloride whereupon the temperature rose to about 120° C. The hydrogen chloride was passed continuously into the reaction mixture until the temperature fell to about 50° C. The reaction mixture was allowed to stand for 3 hours and then concentrated in vacuo to yield, as a glassy material, 3-(3-acetamidophenyl)... Reactants: [Si](C)(C)(C(C)(C)C)OC1=CC=C(C=C1)C1=CC=C(C2=CC=CC=C12)C=O (4-[4-(tert-butyldimethylsilanyloxy)-phenyl]-naphthalene-1-carbaldehyde), Cl.NO (hydroxylamine hydrochloride), N1=CC=CC=C1 (pyridine), CCCC[N+](CCCC)(CCCC)CCCC.[F-] (TBAF), C1CCOC1 (THF). The solvent is CO (MeOH), O (water). Run at time 5 minute. Yields the product OC1=CC=C(C=C1)C1=CC=C(C2=CC=CC=C12)C=NO (4-(4-Hydroxyphenyl)-1-naphthaldehyde oxime). Isolated yield 40.7%. RXN SMILES: [Si]([O:8][C:9]1[CH:14]=[CH:13][C:12]([C:15]2[C:24]3[C:19](=[CH:20][CH:21]=[CH:22][CH:23]=3)[C:18]([CH:25]=O)=[CH:17][CH:16]=2)=[CH:11][CH:10]=1)(C(C)(C)C)(C)C.Cl.[NH2:28][OH:29].N1C=CC=CC=1.CCCC[N+](CCCC)(CCCC)CCCC.[F-].C1COCC1>CO.O>[OH:8][C:9]1[CH:14]=[CH:13][C:12]([C:15]2[C:24]3[C:19](=[CH:20][CH:21]=[CH:22][CH:23]=3)[C:18]([CH:25]=[N:28][OH:29])=[CH:17][CH:16]=2)=[CH:11][CH:10]=1 |f:1.2,4.5|. Reported procedure: A mixture of 4-[4-(tert-butyldimethylsilanyloxy)-phenyl]-naphthalene-1-carbaldehyde (510 mg, 1.40 mmol), hydroxylamine hydrochloride (196 mg, 2.82 mmol), and anhydrous pyridine (0.228 ml, 2.82 mmol) in MeOH (3.2 ml) was heated to reflux for 3 h. The mixture was then concentrated under reduced pressure and dissolved in ether (5 ml). Then 1.0 M TBAF in THF (5.1 ml, 4.2 mmol) was added and stirred for 5 minutes. To the reaction was added water (5 ml) and then extracted with EtOAc. The organics were... The reactants are ClC1=C(C=NC2=CC(=C(C=C12)OCC)OCC)C#N (4-chloro-6,7-diethoxy-3-quinolinecarbonitrile), NC1=CC=CC=C1 (aniline). Yields the product C1(=CC=CC=C1)NC1=C(C=NC2=CC(=C(C=C12)OCC)OCC)C#N (4-(Phenylamino)-6,7-diethoxy-3-quinolinecarbonitrile). RXN SMILES: Cl[C:2]1[C:11]2[C:6](=[CH:7][C:8]([O:15][CH2:16][CH3:17])=[C:9]([O:12][CH2:13][CH3:14])[CH:10]=2)[N:5]=[CH:4][C:3]=1[C:18]#[N:19].[NH2:20][C:21]1[CH:26]=[CH:25][CH:24]=[CH:23][CH:22]=1>>[C:21]1([NH:20][C:2]2[C:11]3[C:6](=[CH:7][C:8]([O:15][CH2:16][CH3:17])=[C:9]([O:12][CH2:13][CH3:14])[CH:10]=3)[N:5]=[CH:4][C:3]=2[C:18]#[N:19])[CH:26]=[CH:25][CH:24]=[CH:23][CH:22]=1. Reported procedure: In the manner of Example 105 reaction of 4-chloro-6,7-diethoxy-3-quinolinecarbonitrile with aniline gave the title compound as a tan solid, mp 168-170° C. The reactants are Clc1ncnc2cc(OCc3ccccc3)ccc12, CCCC(C)O, Cl, Cc1cc(F)c(N)cc1O. Yields the product Cl, Cc1cc(F)c(Nc2ncnc3cc(OCc4ccccc4)ccc23)cc1O. Reaction SMILES: [CH2:12]([c:13]1[cH:14][cH:15][cH:16][cH:17][cH:18]1)[O:19][c:20]1[cH:21][cH:22][c:23]2[c:24]([Cl:30])[n:25][cH:26][n:27][c:28]2[cH:29]1.[CH3:31][CH:32]([OH:33])[CH2:34][CH2:35][CH3:36].[ClH:11].[F:1][c:2]1[c:3]([NH2:4])[cH:5][c:6]([OH:10])[c:7]([CH3:9])[cH:8]1>>[ClH:30].[F:1][c:2]1[c:3]([NH:4][c:24]2[c:23]3[cH:22][cH:21][c:20]([O:19][CH2:12][c:13]4[cH:14][cH:15][cH:16][cH:17][cH:18]4)[cH:29][c:28]3[n:27][cH:26][n:25]2)[cH:5][c:6]([OH:10])[c:7]([CH3:9])[cH:8]1.